This data is from the Open Reaction Database (ORD), a public repository of structured organic reaction records. The task is: describe an organic reaction: reactants, conditions, products, and yield Reactants: ClC1=CC(=C(C=C1)[N+](=O)[O-])F (4-Chloro-2-fluoronitrobenzene), Pb2(dba)3, C(CCC)[Sn](C=C)(CCCC)CCCC (tributyl (vinyl) tin), O1C(=CC=C1)P(C=1OC=CC1)C=1OC=CC1 (tri-2-furylphosphine), [Cl-].[Li+] (lithium chloride). Run in CN1C(CCC1)=O (methylpyrrolidinone), C(Cl)(Cl)Cl.CO (chloroform methanol). Conditions: temperature 120 celsius, time 1 hour. Product: C(=C)C1=CC(=C(C=C1)[N+](=O)[O-])F (4-vinyl-2-fluoronitrobenzene). Isolated yield 76.6%. RXN SMILES: Cl[C:2]1[CH:7]=[CH:6][C:5]([N+:8]([O-:10])=[O:9])=[C:4]([F:11])[CH:3]=1.[CH2:12]([Sn](CCCC)(CCCC)C=C)[CH2:13]CC.O1C=CC=C1P(C1OC=CC=1)C1OC=CC=1.[Cl-].[Li+]>C(Cl)(Cl)Cl.CO.CN1CCCC1=O>[CH:12]([C:2]1[CH:7]=[CH:6][C:5]([N+:8]([O-:10])=[O:9])=[C:4]([F:11])[CH:3]=1)=[CH2:13] |f:3.4,5.6|. Procedure details: 4-Chloro-2-fluoronitrobenzene (300 mg, 1.71 mmol), Pb2(dba)3 (236 mg, 0.228 mmol), tributyl (vinyl) tin (333 mg, 1.14 mmol), tri-2-furylphosphine (212 mg, 0.912 mmol) and lithium chloride (193 mg, 4.56 mmol) were added to methylpyrrolidinone (5 ml), and the mixture was stirred in a sealed tube at 120° C. for one hour. The mixture was diluted with chloroform-methanol, and filtered through a Celite Pad. After concentrating the filtrate, the concentrate was dissolved in ethyl acetate and washed wit... The reactants are ClC=1C(N(C=C(N1)Cl)C(CC)CC)=O (3,5-dichloro-1-(1-ethylpropyl)-2(1H)-pyrazinone), BrC=1C=C2CCNC2=C(C1)Cl (5-bromo-7-chloroindoline). Yields the product BrC=1C=C2CCN(C2=C(C1)Cl)C=1C(N(C=C(N1)Cl)C(CC)CC)=O (3-(5-Bromo-7-chloro-2,3-dihydro-1H-indol-1-yl)-5-chloro-1-(1-ethylpropyl)-2(1H)-pyrazinone). As a reaction SMILES: Cl[C:2]1[C:3](=[O:14])[N:4]([CH:9]([CH2:12][CH3:13])[CH2:10][CH3:11])[CH:5]=[C:6]([Cl:8])[N:7]=1.[Br:15][C:16]1[CH:17]=[C:18]2[C:22](=[C:23]([Cl:25])[CH:24]=1)[NH:21][CH2:20][CH2:19]2>>[Br:15][C:16]1[CH:17]=[C:18]2[C:22](=[C:23]([Cl:25])[CH:24]=1)[N:21]([C:2]1[C:3](=[O:14])[N:4]([CH:9]([CH2:12][CH3:13])[CH2:10][CH3:11])[CH:5]=[C:6]([Cl:8])[N:7]=1)[CH2:20][CH2:19]2. Procedure: Prepared in a similar fashion as described for Example 413 using 3,5-dichloro-1-(1-ethylpropyl)-2(1H)-pyrazinone and 5-bromo-7-chloroindoline as the starting materials. mp 156–157° C.; 1H NMR (300 MHz, CDCl3): δ 7.25 (d, J=1.8 Hz, 1 H), 7.19 (d, J=2.9 Hz, 1 H), 6.71 (s, 1 H), 4.75–4.69 (m, 1 H), 4.27 (t, J=7.9 Hz, 2 H), 3.07 (t, J=8.1 Hz, 2 H), 1.78–1.51 (m, 4 H), 0.81 (t, J=7.3 Hz, 6 H); HRMS (ESI) calcd for C17H19N3OBrCl2 (M+H)+: 430.0089; Found m/z 430.0106. The reactants are O=C1CCC(=O)N1Br, COC(=O)c1sc2ccccc2c1C, CC(C)(C#N)N=NC(C)(C)C#N, c1ccccc1. Yields the product COC(=O)c1sc2ccccc2c1CBr. Reaction SMILES: [Br:15][N:16]1[C:17](=[O:18])[CH2:19][CH2:20][C:21]1=[O:22].[CH3:1][c:2]1[c:3]2[c:4]([s:5][c:6]1[C:7](=[O:8])[O:9][CH3:10])[cH:11][cH:12][cH:13][cH:14]2.[N:23]([C:24]([CH3:25])([CH3:26])[C:27]#[N:28])=[N:29][C:30]([CH3:31])([CH3:32])[C:33]#[N:34].[cH:35]1[cH:36][cH:37][cH:38][cH:39][cH:40]1>>[CH2:1]([c:2]1[c:3]2[c:4]([s:5][c:6]1[C:7](=[O:8])[O:9][CH3:10])[cH:11][cH:12][cH:13][cH:14]2)[Br:15]. The reactants are CCOC(=O)Cc1c(C(=O)OCC)ccn1Cc1ccc(OC)cc1, CCOC=O, [H-], [Na+], C1CCOC1. Yields the product CCOC(=O)C(=CO)c1c(C(=O)OCC)ccn1Cc1ccc(OC)cc1. As a reaction SMILES: [CH2:1]([CH3:2])[O:3][C:4]([CH2:5][c:6]1[n:7]([CH2:16][c:17]2[cH:18][cH:19][c:20]([O:23][CH3:24])[cH:21][cH:22]2)[cH:8][cH:9][c:10]1[C:11](=[O:12])[O:13][CH2:14][CH3:15])=[O:25].[CH:28](=[O:29])[O:30][CH2:31][CH3:32].[H-:26].[Na+:27].[O:33]1[CH2:34][CH2:35][CH2:36][CH2:37]1>>[CH2:1]([CH3:2])[O:3][C:4]([C:5]([c:6]1[n:7]([CH2:16][c:17]2[cH:18][cH:19][c:20]([O:23][CH3:24])[cH:21][cH:22]2)[cH:8][cH:9][c:10]1[C:11](=[O:12])[O:13][CH2:14][CH3:15])=[CH:28][OH:29])=[O:25].